From a dataset of the Open Reaction Database (ORD), a public repository of structured organic reaction records. describe an organic reaction: reactants, conditions, products, and yield RXN SMILES: [CH2:1]([c:2]1[cH:3][cH:4][cH:5][cH:6][cH:7]1)[O:8][c:9]1[c:10]2[cH:11][c:12]([C:19](=[O:20])[O:21][CH2:22][CH3:23])[n:13]([CH3:18])[c:14]2[cH:15][cH:16][cH:17]1.[CH3:24][CH2:25][OH:26]>>[OH:8][c:9]1[c:10]2[cH:11][c:12]([C:19](=[O:20])[O:21][CH2:22][CH3:23])[n:13]([CH3:18])[c:14]2[cH:15][cH:16][cH:17]1. Yields the product CCOC(=O)c1cc2c(O)cccc2n1C. The reactants are CCOC(=O)c1cc2c(OCc3ccccc3)cccc2n1C, CCO.